Dataset: the Open Reaction Database (ORD), a public repository of structured organic reaction records. Task: describe an organic reaction: reactants, conditions, products, and yield Reactants: FC1=C(C=CC=C1F)C1=C2/C(/C(NC2=CC=C1)=O)=C/C=1NC(=CC1C(=O)O)C (2-[4-(2,3-Difluoro-phenyl)-2-oxo-1,2-dihydro-indol-(3Z)-ylidenemethyl]-5-methyl-1H-pyrrole-3-carboxylic acid), C=1C=CC2=C(C1)N=NN2O (HOBt), CNCC(CN1CCCC1)O (1-methylamino-3-pyrrolidin-1-yl-propan-2-ol), C(CCl)Cl (EDC). Solvent: CN(C)C=O (DMF). Product: OC(CN(C(=O)C1=C(NC(=C1)C)\C=C\1/C(NC2=CC=CC(=C12)C1=C(C(=CC=C1)F)F)=O)C)CN1CCCC1 (2-[4-(2,3-Difluoro-phenyl)-2-oxo-1,2-dihydro-indol-(3Z)-ylidenemethyl]-5-methyl-1H-pyrrole-3-carboxylic Acid (2-Hydroxy-3-pyrrolidin-1-yl-propyl)-methyl-amide). RXN SMILES: [F:1][C:2]1[C:7]([F:8])=[CH:6][CH:5]=[CH:4][C:3]=1[C:9]1[CH:17]=[CH:16][CH:15]=[C:14]2[C:10]=1/[C:11](=[CH:19]/[C:20]1[NH:21][C:22]([CH3:28])=[CH:23][C:24]=1[C:25](O)=[O:26])/[C:12](=[O:18])[NH:13]2.[CH3:29][NH:30][CH2:31][CH:32]([OH:39])[CH2:33][N:34]1[CH2:38][CH2:37][CH2:36][CH2:35]1.C(Cl)CCl.C1C=CC2N(O)N=NC=2C=1>CN(C=O)C>[OH:39][CH:32]([CH2:33][N:34]1[CH2:35][CH2:36][CH2:37][CH2:38]1)[CH2:31][N:30]([CH3:29])[C:25]([C:24]1[CH:23]=[C:22]([CH3:28])[NH:21][C:20]=1/[CH:19]=[C:11]1\[C:12](=[O:18])[NH:13][C:14]2[C:10]\1=[C:9]([C:3]1[CH:4]=[CH:5][CH:6]=[C:7]([F:8])[C:2]=1[F:1])[CH:17]=[CH:16][CH:15]=2)=[O:26]. Procedure: 2-[4-(2,3-Difluoro-phenyl)-2-oxo-1,2-dihydro-indol-(3Z)-ylidenemethyl]-5-methyl-1H-pyrrole-3-carboxylic acid (115 mg, 0.3 mmol) was coupled with 1-methylamino-3-pyrrolidin-1-yl-propan-2-ol (3 eq.), EDC (2 eq.), HOBt (1 eq.) in DMF (1.5 mL) to give 108 mg of the titled compound as a yellow solid. MS 521.2 [M++1]. The reactants are C(C)(=O)NC=1N=C(C2=C(N1)C=CC(=N2)C2=CC=C(C=C2)F)C2=NNC=N2 (2-acetamido-4-(1,2,4-triazolyl)-6-(4-fluorophenyl)-pyrido[3,2-d]pyrimidine), C(C)(C)N (isopropylamine). The solvent is O1CCOCC1 (dioxane). Conditions: time 24 hour. The product is C(C)(=O)NC=1N=C(C2=C(N1)C=CC(=N2)C2=CC=C(C=C2)F)NC(C)C (2-acetamido-4-(N-isopropylamino)-6-(4-fluorophenyl)-pyrido[3,2-d]pyrimidine). The yield is 73.0%. Reaction SMILES: [C:1]([NH:4][C:5]1[N:6]=[C:7](C2N=CNN=2)[C:8]2[N:14]=[C:13]([C:15]3[CH:20]=[CH:19][C:18]([F:21])=[CH:17][CH:16]=3)[CH:12]=[CH:11][C:9]=2[N:10]=1)(=[O:3])[CH3:2].[CH:27]([NH2:30])([CH3:29])[CH3:28]>O1CCOCC1>[C:1]([NH:4][C:5]1[N:6]=[C:7]([NH:30][CH:27]([CH3:29])[CH3:28])[C:8]2[N:14]=[C:13]([C:15]3[CH:20]=[CH:19][C:18]([F:21])=[CH:17][CH:16]=3)[CH:12]=[CH:11][C:9]=2[N:10]=1)(=[O:3])[CH3:2]. Procedure: To a suspension of the 2-acetamido-4-(1,2,4-triazolyl)-6-(4-fluorophenyl)-pyrido[3,2-d]pyrimidine of example 2 (70 mg) in dioxane (5 ml) was added isopropylamine (0.4 mmol). The reaction was stirred at room temperature for 24 hours. The solvents were evaporated in vacuo, yielding the crude title compound which was purified by preparative TLC on silica, using a mixture of methanol and dichloromethane, in a ratio of 10:90 as mobile phase, thus providing the title compound in 73% yield. The pure ti... Starting materials: C1CCOC1 (THF), C(C)(C)[Mg]Cl (isopropyl magnesium chloride), ( a ), C(C)(C)[Mg]Cl (isopropyl magnesium chloride), C(C)(C)[Si](Cl)(OC)C(C)C (diisopropylmethoxychlorosilane), [SiH4] (silane). Run in C1(=CC=CC=C1)C (toluene), C1(=CC=CC=C1)C (toluene). Reaction conditions: temperature 70 celsius, time 4 hour. Yields the product C(C)(C)[Si](OC)(C(C)C)C(C)C (triisopropylmethoxysilane). Reaction SMILES: [CH2:1]1[CH2:5]OC[CH2:2]1.C([Mg]Cl)(C)C.[SiH4].[CH:12]([Si:15]([CH:19]([CH3:21])[CH3:20])([O:17][CH3:18])Cl)([CH3:14])[CH3:13]>C1(C)C=CC=CC=1>[CH:12]([Si:15]([CH:1]([CH3:2])[CH3:5])([CH:19]([CH3:21])[CH3:20])[O:17][CH3:18])([CH3:14])[CH3:13]. Procedure details: To the mixture of the silanes containing diisopropylmethoxychlorosilane as obtained from the disproportionation reaction in (b) above, was added 150 ml of toluene to dissolve the mixture, thereby to obtain a toluene solution of the said silane mixture. The THF solution of isopropyl magnesium chloride (Grignard reagent) as prepared in (a) above was added dropwise through a dropping funnel to the toluene solution of said silane mixture at 40° C.-50° C. over 1 hour. Then the resulting mixture was s... The reactants are FC=1C=C(C(=O)NC2=CC=C(C3=CC=CC=C23)OC2=NC(=NC=C2)S(=O)(=O)C)C=C(C1)N1CCCCC1 (3-fluoro-N-[4-(2-methanesulfonyl-pyrimidin-4-yloxy)-naphthalen-1-yl]-5-piperidin-1-yl-benzamide), C(C)(C)(C)OC(NC1CCNCC1)=O (piperidin-4-yl-carbamic acid tert-butyl ester). Yields the product C(C)(C)(C)OC(NC1CCN(CC1)C1=NC=CC(=N1)OC1=CC=C(C2=CC=CC=C12)NC(C1=CC(=CC(=C1)N1CCCCC1)F)=O)=O (tert-Butyl{1-[4-({4-[(3-fluoro-5-piperidin-1-ylbenzoyl)amino]-1-naphthyl}oxy)pyrimidin-2-yl]piperidin-4-yl}carbamate). Reaction SMILES: [F:1][C:2]1[CH:3]=[C:4]([CH:29]=[C:30]([N:32]2[CH2:37][CH2:36][CH2:35][CH2:34][CH2:33]2)[CH:31]=1)[C:5]([NH:7][C:8]1[C:17]2[C:12](=[CH:13][CH:14]=[CH:15][CH:16]=2)[C:11]([O:18][C:19]2[CH:24]=[CH:23][N:22]=[C:21](S(C)(=O)=O)[N:20]=2)=[CH:10][CH:9]=1)=[O:6].[C:38]([O:42][C:43](=[O:51])[NH:44][CH:45]1[CH2:50][CH2:49][NH:48][CH2:47][CH2:46]1)([CH3:41])([CH3:40])[CH3:39]>>[C:38]([O:42][C:43](=[O:51])[NH:44][CH:45]1[CH2:50][CH2:49][N:48]([C:21]2[N:20]=[C:19]([O:18][C:11]3[C:12]4[C:17](=[CH:16][CH:15]=[CH:14][CH:13]=4)[C:8]([NH:7][C:5](=[O:6])[C:4]4[CH:29]=[C:30]([N:32]5[CH2:37][CH2:36][CH2:35][CH2:34][CH2:33]5)[CH:31]=[C:2]([F:1])[CH:3]=4)=[CH:9][CH:10]=3)[CH:24]=[CH:23][N:22]=2)[CH2:47][CH2:46]1)([CH3:41])([CH3:39])[CH3:40]. Procedure details: Compound is prepared from 3-fluoro-N-[4-(2-methanesulfonyl-pyrimidin-4-yloxy)-naphthalen-1-yl]-5-piperidin-1-yl-benzamide and piperidin-4-yl-carbamic acid tert-butyl ester according to conditions described in general procedure C. Mp: 211-212° C.; 1H NMR (400 MHz, DMSO-d6) δ 1.18-1.14 (m, 2 H), 1.34 (s, 9H), 1.57-1.61 (m, 8 H), 2.80 (t, J=12.8 Hz, 2 H), 3.21-3.34 (m, 6 H), 4.19 (bs, 1 H), 6.19 (d, J=5.5 Hz, 1 H), 6.76 (d, J=7.6 Hz, 1 H), 6.94-6.98 (m, 1 H), 7.14 (d, J=9.1 Hz, 1 H), 7.40 (d, J=8.0...